Task: describe an organic reaction: reactants, conditions, products, and yield. Dataset: the Open Reaction Database (ORD), a public repository of structured organic reaction records Reactants: O.Cl.Cl.CN(C1CC2=C(OC3=C2C=C(C=C3)N)CC1)C.CN(C1CC3=C(OC2=C3C=C(C=C2)N)CC1)C.Cl.Cl (N,N-dimethyl-8-amino-1,2,3,4-tetrahydro-2-dibenzofuranamine dihydrochloride hemihydrate), C1(CC1)C(=O)Cl (cyclopropanecarbonyl chloride). Yields the product CN(C1CC2=C(OC3=C2C=C(C=C3)NC(=O)C3CC3)CC1)C (N-(N,N-Dimethyl-1,2,3,4-tetrahydro-2-aminodibenzofur-8-yl)cyclopropanamide). Reaction SMILES: O.Cl.Cl.[CH3:4][N:5]([CH3:20])[CH:6]1[CH2:19][CH2:18][C:9]2[O:10][C:11]3[CH:16]=[CH:15][C:14]([NH2:17])=[CH:13][C:12]=3[C:8]=2[CH2:7]1.CN(C)C1CCC2[O:27][C:28]3[CH:33]=[CH:32][C:31](N)=CC=3C=2C1.Cl.Cl.C1(C(Cl)=O)CC1>>[CH3:4][N:5]([CH3:20])[CH:6]1[CH2:19][CH2:18][C:9]2[O:10][C:11]3[CH:16]=[CH:15][C:14]([NH:17][C:28]([CH:33]4[CH2:31][CH2:32]4)=[O:27])=[CH:13][C:12]=3[C:8]=2[CH2:7]1 |f:0.1.2.3.4.5.6|. Procedure: Beginning with 9.0 mg (0.029 mMol) of N,N-dimethyl-8-amino-1,2,3,4-tetrahydro-2-dibenzofuranamine dihydrochloride hemihydrate and 4.3 mg (0.036 mMol) of cyclopropanecarbonyl chloride, the title compound was recovered by the procedure described in Example 2. The reactants are C[O-].C(CCC)[Sn+](CCCC)CCCC (Tributyltin methoxide), COC(CC1=CC(=CC=C1)Br)=O (methyl-(3-bromophenyl)acetate), C(C)(=O)OC(=C)C (isopropenyl acetate), C1(=C(C=CC=C1)P(C1=C(C=CC=C1)C)C1=C(C=CC=C1)C)C (tri-ortho-tolylphosphine). Reagents/catalysts: C(C)(=O)[O-].[Pd+2].C(C)(=O)[O-] (palladium(II)acetate). The solvent is C(C)(=O)OCC (ethyl acetate), [F-].[K+] (potassium fluoride), C1(=CC=CC=C1)C (toluene). Reaction conditions: time 15 minute. Product: COC(CC1=CC(=CC=C1)CC(C)=O)=O (Methyl-[3-(2-oxopropyl)phenyl]acetate). Isolated yield 94.0%. As a reaction SMILES: C[O-].C([Sn+](CCCC)CCCC)CCC.[CH3:16][O:17][C:18](=[O:27])[CH2:19][C:20]1[CH:25]=[CH:24][CH:23]=[C:22](Br)[CH:21]=1.C([O:31][C:32]([CH3:34])=[CH2:33])(=O)C.C1(C)C=CC=CC=1P(C1C=CC=CC=1C)C1C=CC=CC=1C>C1(C)C=CC=CC=1.C(OCC)(=O)C.[F-].[K+].C([O-])(=O)C.[Pd+2].C([O-])(=O)C>[CH3:16][O:17][C:18](=[O:27])[CH2:19][C:20]1[CH:25]=[CH:24][CH:23]=[C:22]([CH2:33][C:32](=[O:31])[CH3:34])[CH:21]=1 |f:0.1,7.8,9.10.11|. Reported procedure: Tributyltin methoxide (28.3 ml, 98.0 mmol), methyl-(3-bromophenyl)acetate (Preparation 44) (15.0 g, 65.0 mmol), isopropenyl acetate (10.8 ml, 98.0 mmol), palladium(II)acetate (750 mg, 3.30 mmol) and tri-ortho-tolylphosphine (2.00 g, 6.5 mmol) were stirred together in toluene (75 ml) at 100° C. under nitrogen for 5 hours. After cooling the reaction was diluted with ethyl acetate (150 ml) and 4M aqueous potassium fluoride solution (90 ml) and stirred for 15 minutes. The mixture was filtered throug...